Task: describe an organic reaction: reactants, conditions, products, and yield. Dataset: the Open Reaction Database (ORD), a public repository of structured organic reaction records Reactants: BrC1=CN=C(S1)N1CCOCC1 (4-(5-bromothiazol-2-yl)-morpholine), S1C(=NC2=C1C=CC=C2)C=2C(=NC=C(C2)B2OC(C(O2)(C)C)(C)C)N (3-Benzothiazol-2-yl-5-(4,4,5,5-tetramethyl-[1,3,2]dioxaborolan-2-yl)-pyridin-2-ylamine), C([O-])([O-])=O.[K+].[K+] (potassium carbonate). The reagents and catalysts are C=1C=CC(=CC1)[P](C=2C=CC=CC2)(C=3C=CC=CC3)[Pd]([P](C=4C=CC=CC4)(C=5C=CC=CC5)C=6C=CC=CC6)([P](C=7C=CC=CC7)(C=8C=CC=CC8)C=9C=CC=CC9)[P](C=1C=CC=CC1)(C=1C=CC=CC1)C=1C=CC=CC1 (Pd(PPh3)4). Solvent: COCCOC.O (DME Water). Conditions: temperature 100 celsius. The product is S1C(=NC2=C1C=CC=C2)C=2C(=NC=C(C2)C2=CN=C(S2)N2CCOCC2)N (3-Benzothiazol-2-yl-5-(2-morpholin-4-ylthiazol-5-yl)-pyridin-2-ylamine). As a reaction SMILES: Br[C:2]1[S:6][C:5]([N:7]2[CH2:12][CH2:11][O:10][CH2:9][CH2:8]2)=[N:4][CH:3]=1.[S:13]1[C:17]2[CH:18]=[CH:19][CH:20]=[CH:21][C:16]=2[N:15]=[C:14]1[C:22]1[C:23]([NH2:37])=[N:24][CH:25]=[C:26](B2OC(C)(C)C(C)(C)O2)[CH:27]=1.C(=O)([O-])[O-].[K+].[K+]>C1C=CC([P]([Pd]([P](C2C=CC=CC=2)(C2C=CC=CC=2)C2C=CC=CC=2)([P](C2C=CC=CC=2)(C2C=CC=CC=2)C2C=CC=CC=2)[P](C2C=CC=CC=2)(C2C=CC=CC=2)C2C=CC=CC=2)(C2C=CC=CC=2)C2C=CC=CC=2)=CC=1.COCCOC.O>[S:13]1[C:17]2[CH:18]=[CH:19][CH:20]=[CH:21][C:16]=2[N:15]=[C:14]1[C:22]1[C:23]([NH2:37])=[N:24][CH:25]=[C:26]([C:2]2[S:6][C:5]([N:7]3[CH2:12][CH2:11][O:10][CH2:9][CH2:8]3)=[N:4][CH:3]=2)[CH:27]=1 |f:2.3.4,6.7,^1:47,49,68,87|. Procedure: A solution of 4-(5-bromothiazol-2-yl)-morpholine (0.0600 g, 0.241 mmol), 3-benzothiazol-2-yl-5-(4,4,5,5-tetramethyl-1,3,2-dioxaborolan-2-yl)-pyridin-2-ylamine (BB8) (0.110 g, 0.313 mmol), potassium carbonate (0.106 g, 0.771 mmol), and Pd(PPh3)4 (0.02 g, 0.02 mmol) in previously degassed DME/Water (4:1) (2.7 mL) was placed in a microwave tube and evacuated and charged with N2 (2×). The reaction mixture was heated in the microwave reactor at 100° C. for 45 min. The reaction mixture was partitioned... The reactants are [BH4-], CC(Oc1cccc(C=O)c1)C(=O)OC(C)(C)C, CO, CCOC(C)=O, Cl, [Na+], O. The product is CC(Oc1cccc(CO)c1)C(=O)OC(C)(C)C. As a reaction SMILES: [BH4-:19].[C:1]([CH3:2])([CH3:3])([CH3:4])[O:5][C:6]([CH:7]([CH3:8])[O:9][c:10]1[cH:11][c:12]([CH:16]=[O:17])[cH:13][cH:14][cH:15]1)=[O:18].[CH3:23][OH:24].[CH3:25][CH2:26][O:27][C:28](=[O:29])[CH3:30].[ClH:22].[Na+:20].[OH2:21]>>[C:1]([CH3:2])([CH3:3])([CH3:4])[O:5][C:6]([CH:7]([CH3:8])[O:9][c:10]1[cH:11][c:12]([CH2:16][OH:17])[cH:13][cH:14][cH:15]1)=[O:18]. The reactants are COC(=O)c1ccc(-c2cccc(Nc3nnc(C(=O)Nc4ccc(N5CCN(C(C)=O)CC5)cc4)o3)c2)cc1, CCc1ccc(Nc2nnc(C(=O)Nc3ccc(C4CCC(CC(=O)OC)CC4)cc3)o2)cc1. Product: CC(=O)N1CCN(c2ccc(NC(=O)c3nnc(Nc4cccc(-c5ccc(C(=O)O)cc5)c4)o3)cc2)CC1. RXN SMILES: [C:1]([CH3:2])(=[O:3])[N:4]1[CH2:5][CH2:6][N:7]([c:10]2[cH:11][cH:12][c:13]([NH:16][C:17](=[O:18])[c:19]3[n:20][n:21][c:22]([NH:24][c:25]4[cH:26][c:27](-[c:31]5[cH:32][cH:33][c:34]([C:37](=[O:38])[O:39][CH3:40])[cH:35][cH:36]5)[cH:28][cH:29][cH:30]4)[o:23]3)[cH:14][cH:15]2)[CH2:8][CH2:9]1.[CH2:41]([c:42]1[cH:43][cH:44][c:45]([NH:46][c:47]2[o:48][c:49]([C:50]([NH:51][c:52]3[cH:53][cH:54][c:55]([CH:56]4[CH2:57][CH2:58][CH:59]([CH2:60][C:61]([O:62][CH3:63])=[O:64])[CH2:65][CH2:66]4)[cH:67][cH:68]3)=[O:69])[n:70][n:71]2)[cH:72][cH:73]1)[CH3:74]>>[C:1]([CH3:2])(=[O:3])[N:4]1[CH2:5][CH2:6][N:7]([c:10]2[cH:11][cH:12][c:13]([NH:16][C:17](=[O:18])[c:19]3[n:20][n:21][c:22]([NH:24][c:25]4[cH:26][c:27](-[c:31]5[cH:32][cH:33][c:34]([C:37](=[O:38])[OH:39])[cH:35][cH:36]5)[cH:28][cH:29][cH:30]4)[o:23]3)[cH:14][cH:15]2)[CH2:8][CH2:9]1. The reactants are ClC1=CC(=CC=C1)C(=O)OO (m-chloroperbenzoic acid), C([O-])([O-])=O.[K+].[K+] (potassium carbonate), C(CC=CC)[C@@H]1CC[C@H](CC1)C1=CC=C(C#N)C=C1 (p-[trans-4-(3-pentenyl)cyclohexyl]benzonitrile), ClC1=CC(=CC=C1)C(=O)OO (m-chloroperbenzoic acid). Solvent: C(Cl)Cl (methylene chloride), C(Cl)Cl (methylene chloride). Reaction conditions: time 2 hour. The product is O1C(CC[C@@H]2CC[C@H](CC2)C2=CC=C(C#N)C=C2)C1C (p-[trans-4-(3,4-epoxypentyl)cyclohexyl]benzonitrile). The yield is 99.5%. RXN SMILES: ClC1C=CC=C(C(OO)=[O:9])C=1.C(=O)([O-])[O-].[K+].[K+].[CH2:18]([C@H:23]1[CH2:28][CH2:27][C@H:26]([C:29]2[CH:36]=[CH:35][C:32]([C:33]#[N:34])=[CH:31][CH:30]=2)[CH2:25][CH2:24]1)[CH2:19][CH:20]=[CH:21][CH3:22]>C(Cl)Cl>[O:9]1[CH:21]([CH3:22])[CH:20]1[CH2:19][CH2:18][C@H:23]1[CH2:24][CH2:25][C@H:26]([C:29]2[CH:36]=[CH:35][C:32]([C:33]#[N:34])=[CH:31][CH:30]=2)[CH2:27][CH2:28]1 |f:1.2.3|. Reported procedure: A solution of 4.49 g of 90% m-chloroperbenzoic acid in 100 ml of methylene chloride was treated with 11.3 g of powdered potassium carbonate. The mixture was treated dropwise at 0° C. within 5 minutes with a solution of 5.93 g of p-[trans-4-(3-pentenyl)cyclohexyl]benzonitrile in 20 ml of methylene chloride and stirred at room temperature for 2 hours. The mixture was subsequently treated with a further 4.49 g of 90% m-chloroperbenzoic acid and the resulting mixture was stirred further. After a tot...